This data is from the Open Reaction Database (ORD), a public repository of structured organic reaction records. The task is: describe an organic reaction: reactants, conditions, products, and yield Reactants: [Ag+], O=C(O)C1CCC1, Clc1ccc(Cl)nn1, O=[N+]([O-])[O-], N, [NH4+], [NH4+], O, O=S(=O)(O)O, O=S(=O)([O-])OOS(=O)(=O)[O-]. Product: Clc1cc(C2CCC2)c(Cl)nn1. RXN SMILES: [Ag+:39].[CH:14]1([C:18]([OH:19])=[O:20])[CH2:15][CH2:16][CH2:17]1.[Cl:6][c:7]1[n:8][n:9][c:10]([Cl:13])[cH:11][cH:12]1.[N+:35]([O-:36])([O-:37])=[O:38].[NH3:33].[NH4+:31].[NH4+:32].[OH2:34].[S:1](=[O:2])(=[O:3])([OH:4])[OH:5].[S:21]([O:22][O:23][S:24]([O-:25])(=[O:26])=[O:27])([O-:28])(=[O:29])=[O:30]>>[Cl:6][c:7]1[n:8][n:9][c:10]([Cl:13])[cH:11][c:12]1[CH:14]1[CH2:15][CH2:16][CH2:17]1. Starting materials: [N-]=C=O (isocyanate), CC1([C@@H](N2[C@H](S1)[C@@H](C2=O)NC(=O)[C@@H](C=3C=CC=CC3)N)C(=O)O)C (ampicillin), [Na] (sodium), C(C1=CC=CC=C1)O[N-]P(=O)OCC (benzyloxy(ethoxy) phosphinylamide), C(=O)(Cl)Cl (phosgene), CC1([C@@H](N2[C@H](S1)[C@@H](C2=O)NC(=O)CC=3C=CC=CC3)C(=O)[O-])C.[K+] (penicillin), [N-]=C=O (isocyanate), CC1([C@@H](N2[C@H](S1)[C@@H](C2=O)NC(=O)[C@@H](C=3C=CC=CC3)N)C(=O)O)C (ampicillin). Run in ClCCl (dichloromethane), O (water), ClCCl (dichloromethane), C1(=CC=CC=C1)C (toluene), N1=CC=CC=C1 (pyridine). Yields the product C(C1=CC=CC=C1)OP(=O)(OCC)N=C=O (benzyloxy (ethyloxy)phosphinyl isocyanate). Reaction SMILES: C(O[N-:9][PH:10]([O:12][CH2:13][CH3:14])=[O:11])C1C=CC=CC=1.[C:15](Cl)(Cl)=[O:16].[N-]=C=[O:21].CC1(C)S[C@@H]2[C@H](NC([C@H:34](N)[C:35]3[CH:36]=[CH:37][CH:38]=[CH:39][CH:40]=3)=O)C(=O)N2[C@H]1C(O)=O.CC1(C)S[C@@H]2[C@H](NC(CC3C=CC=CC=3)=O)C(=O)N2[C@H]1C([O-])=O.[K+].[Na]>ClCCl.C1(C)C=CC=CC=1.O.N1C=CC=CC=1>[CH2:34]([O:11][P:10]([N:9]=[C:15]=[O:16])([O:12][CH2:13][CH3:14])=[O:21])[C:35]1[CH:40]=[CH:39][CH:38]=[CH:37][CH:36]=1 |f:4.5,^1:69|. Procedure: A solution of crude benzyloxy (ethyloxy)phosphinyl isocyanate [(C6H5CH2O) (C2H5O)P(O)-NCO] in 30 ml of dry dichloromethane was prepared by reaction of 30 mmol of crude benzyloxy(ethoxy) phosphinylamide [(C6H5CH2O) (C2H5 0)P(O)--NH2 ] with phosgene in toluene in the presence of pyridine followed by in vacuo removal of solvents. According to an IR spectrum, the solution contained approximately 20 mmol of the isocyanate. In the mean time, a solution was prepared in the usual manner starting from 7.... Reactants: B.C1CCOC1 (BH3.THF), C(C)OC(=O)C=1C(=C(N2N=C(C=C(C21)C2=CC=CC=C2)N2CCOCC2)CC=C)C(=O)OCC (7-Allyl-2-morpholin-4-yl-4-phenylpyrrolo[1,2-b]pyridazine-5,6-dicarboxylic acid diethyl ester), [OH-].[Na+] (NaOH), OO (H2O2). The solvent is C1CCOC1 (THF). Run at time 1 hour. The product is C(C)OC(=O)C=1C(=C(N2N=C(C=C(C21)C2=CC=CC=C2)N2CCOCC2)CCCO)C(=O)OCC (7-(3-Hydroxypropyl)-2-morpholin-4-yl-4-phenyl-pyrrolo[1,2-b]pyridazine-5,6-dicarboxylic acid diethyl ester). As a reaction SMILES: B.C1C[O:5]CC1.[CH2:7]([O:9][C:10]([C:12]1[C:13]([C:36]([O:38][CH2:39][CH3:40])=[O:37])=[C:14]([CH2:33][CH:34]=[CH2:35])[N:15]2[C:20]=1[C:19]([C:21]1[CH:26]=[CH:25][CH:24]=[CH:23][CH:22]=1)=[CH:18][C:17]([N:27]1[CH2:32][CH2:31][O:30][CH2:29][CH2:28]1)=[N:16]2)=[O:11])[CH3:8].[OH-].[Na+].OO>C1COCC1>[CH2:7]([O:9][C:10]([C:12]1[C:13]([C:36]([O:38][CH2:39][CH3:40])=[O:37])=[C:14]([CH2:33][CH2:34][CH2:35][OH:5])[N:15]2[C:20]=1[C:19]([C:21]1[CH:22]=[CH:23][CH:24]=[CH:25][CH:26]=1)=[CH:18][C:17]([N:27]1[CH2:28][CH2:29][O:30][CH2:31][CH2:32]1)=[N:16]2)=[O:11])[CH3:8] |f:0.1,3.4|. Procedure details: BH3.THF (162 μL, 0.162 mmol) was added dropwise via syringe to a solution of 1 (50 mg, 0.108 mmol) in anhydrous THF (6 mL). The reaction mixture was stirred at ambient temperature for 1 h. 5% aqueous NaOH (0.5 mL) and 30% aqueous H2O2 (1 mL) were added and the reaction mixture was stirred at ambient temperature for 1.5 h. The reaction mixture was extracted with EtOAc and the organic layers were pooled, washed with brine, dried (MgSO4), filtered, and concentrated in vacuo to provide a yellow oil.... The reactants are N1CCOCC1 (Morpholine), ClC1=CC=C(C=C1)NC1=NC(=NC(=C1)F)C#N (4-[(4-Chlorophenyl)amino]-6-fluoropyrimidine-2-carbonitrile). Solvent: C(C)(C)O (iso-propylalcohol). Conditions: time 2 hour. The product is ClC1=CC=C(C=C1)NC1=NC(=NC(=C1)N1CCOCC1)C#N (4-[(4-Chlorophenyl)amino]-6-morpholin-4-ylpyrimidine-2-carbonitrile). RXN SMILES: [NH:1]1[CH2:6][CH2:5][O:4][CH2:3][CH2:2]1.[Cl:7][C:8]1[CH:13]=[CH:12][C:11]([NH:14][C:15]2[CH:20]=[C:19](F)[N:18]=[C:17]([C:22]#[N:23])[N:16]=2)=[CH:10][CH:9]=1>C(O)(C)C>[Cl:7][C:8]1[CH:9]=[CH:10][C:11]([NH:14][C:15]2[CH:20]=[C:19]([N:1]3[CH2:6][CH2:5][O:4][CH2:3][CH2:2]3)[N:18]=[C:17]([C:22]#[N:23])[N:16]=2)=[CH:12][CH:13]=1. Procedure: Morpholine (0.16 g) was added to a solution of the product from step (ii) (0.16 g) in iso-propylalcohol (4 ml) and stirred for 2 h at room temperature. The mixture was partitioned between ethyl acetate and aqueous sodium hydrogencarbonate solution, the organics separated, dried (MgSO4) and evaporated under reduced pressure. The residue was purified by chromatography on silica eluting with isohexane/ethyl acetate (1:1). Yield 0.09 g The reactants are CCO, O, O, Cl[Sn]Cl, CC(C)c1nc(-n2ccnc2)nc(-n2ccnc2)c1[N+](=O)[O-]. Yields the product CC(C)c1nc(-n2ccnc2)nc(-n2ccnc2)c1N. As a reaction SMILES: [CH3:28][CH2:29][OH:30].[OH2:23].[OH2:24].[Sn:25]([Cl:26])[Cl:27].[n:1]1(-[c:6]2[n:7][c:8]([CH:20]([CH3:21])[CH3:22])[c:9]([N+:17]([O-:18])=[O:19])[c:10](-[n:12]3[cH:13][n:14][cH:15][cH:16]3)[n:11]2)[cH:2][n:3][cH:4][cH:5]1>>[n:1]1(-[c:6]2[n:7][c:8]([CH:20]([CH3:21])[CH3:22])[c:9]([NH2:17])[c:10](-[n:12]3[cH:13][n:14][cH:15][cH:16]3)[n:11]2)[cH:2][n:3][cH:4][cH:5]1. Starting materials: C(C)(=O)O[BH-](OC(C)=O)OC(C)=O.[Na+] (sodium triacetoxyborohydride), [OH-].[Na+] (NaOH), [N+](=O)([O-])C1=C(C=O)C=C(C=C1)OC1=CC=CC=C1 (2-Nitro-5-phenoxy-benzaldehyde), NCCC(=O)N(C)C1CCCCC1 (3-amino-N-cyclohexyl-N-methyl-propionamide), C(C)(=O)O[BH-](OC(C)=O)OC(C)=O.[Na+] (Sodium triacetoxyborohydride). Solvent: ClCCCl (1,2-dichloroethane). Reaction conditions: temperature 80 celsius, time 1 hour. Product: CN(C(CCNCC1=C(C=CC(=C1)OC1=CC=CC=C1)[N+](=O)[O-])=O)C1=CC=CC=C1 (N-Methyl-3-(2-nitro-5-phenoxy-benzylamino)-N-phenyl-propionamide). Reaction SMILES: [N+:1]([C:4]1[CH:11]=[CH:10][C:9]([O:12][C:13]2[CH:18]=[CH:17][CH:16]=[CH:15][CH:14]=2)=[CH:8][C:5]=1[CH:6]=O)([O-:3])=[O:2].[NH2:19][CH2:20][CH2:21][C:22]([N:24]([CH:26]1[CH2:31][CH2:30][CH2:29][CH2:28][CH2:27]1)[CH3:25])=[O:23].C(O[BH-](OC(=O)C)OC(=O)C)(=O)C.[Na+].[OH-].[Na+]>ClCCCl>[CH3:25][N:24]([C:26]1[CH:31]=[CH:30][CH:29]=[CH:28][CH:27]=1)[C:22](=[O:23])[CH2:21][CH2:20][NH:19][CH2:6][C:5]1[CH:8]=[C:9]([O:12][C:13]2[CH:18]=[CH:17][CH:16]=[CH:15][CH:14]=2)[CH:10]=[CH:11][C:4]=1[N+:1]([O-:3])=[O:2] |f:2.3,4.5|. Procedure: 2-Nitro-5-phenoxy-benzaldehyde (2.14 g, 0.00882 mol) was added to a solution of 3-amino-N-cyclohexyl-N-methyl-propionamide (1.5 g, 0.00882 mol) in 100 mL of 1,2-dichloroethane, and the mixture was stirred at 80° C. for 1 hour. Sodium triacetoxyborohydride (2.87 g, 0.00882 mol) was added at room temperature, and the reaction mixture was stirred for 15 h. Additional sodium triacetoxyborohydride (1 g) was added, and the reaction mixture was stirred another 20 h at room temperature. To the reaction ... The reactants are C([O-])(O)=O.[Na+] (sodium bicarbonate), ClC1=CC2=C(C(=N1)C)C(=NN2)I (6-chloro-3-iodo-4-methyl-1H-pyrazolo[4,3-c]pyridine), C(C1=CC=CC=C1)(C1=CC=CC=C1)(C1=CC=CC=C1)Cl (trityl chloride), [H-].[K+] (potassium hydride). Reported procedure: A flask containing 6-chloro-3-iodo-4-methyl-1H-pyrazolo[4,3-c]pyridine (2.06 g, 7.02 mmol) in THF (60 mL) was cooled to 0° C. and potassium hydride (1.126 g, 14.04 mmol) was added. The reaction was stirred for 30 min followed by addition of trityl chloride (2.94 g, 10.53 mmol). The reaction mixture was warmed to room temperature and stirred for 4 h. The reaction was poured into sat. sodium bicarbonate and extracted with EtOAc. The organic phase was dried over MgSO4, filtered, and concentrated in... Run at temperature 0 celsius, time 30 minute. As a reaction SMILES: [Cl:1][C:2]1[N:7]=[C:6]([CH3:8])[C:5]2[C:9]([I:12])=[N:10][NH:11][C:4]=2[CH:3]=1.[H-].[K+].[C:15](Cl)([C:28]1[CH:33]=[CH:32][CH:31]=[CH:30][CH:29]=1)([C:22]1[CH:27]=[CH:26][CH:25]=[CH:24][CH:23]=1)[C:16]1[CH:21]=[CH:20][CH:19]=[CH:18][CH:17]=1.C(=O)(O)[O-].[Na+]>C1COCC1>[Cl:1][C:2]1[N:7]=[C:6]([CH3:8])[C:5]2[C:9]([I:12])=[N:10][N:11]([C:15]([C:16]3[CH:21]=[CH:20][CH:19]=[CH:18][CH:17]=3)([C:28]3[CH:29]=[CH:30][CH:31]=[CH:32][CH:33]=3)[C:22]3[CH:23]=[CH:24][CH:25]=[CH:26][CH:27]=3)[C:4]=2[CH:3]=1 |f:1.2,4.5|. Solvent: C1CCOC1 (THF). Product: ClC1=CC2=C(C(=N1)C)C(=NN2C(C2=CC=CC=C2)(C2=CC=CC=C2)C2=CC=CC=C2)I (6-chloro-3-iodo-4-methyl-1-trityl-1H-pyrazolo[4,3-c]pyridine).